This data is from the Open Reaction Database (ORD), a public repository of structured organic reaction records. The task is: describe an organic reaction: reactants, conditions, products, and yield Reactants: ClCC1=CC(=NO1)O (5-chloromethyl-3-hydroxyisoxazole), C(=O)(Cl)Cl (phosgene). Run in C1=CC=CC=C1 (benzene). Reaction conditions: time 5 hour. Product: ClC(=O)N1OC(=CC1=O)CCl (2-Chlorocarbonyl-5-chloromethyl-4-isoxazolin-3-one). Yield: 100.0%. As a reaction SMILES: [Cl:1][CH2:2][C:3]1[O:7][N:6]=[C:5]([OH:8])[CH:4]=1.[C:9](Cl)([Cl:11])=[O:10]>C1C=CC=CC=1>[Cl:11][C:9]([N:6]1[C:5](=[O:8])[CH:4]=[C:3]([CH2:2][Cl:1])[O:7]1)=[O:10]. Reported procedure: A mixture of 673 mg of 5-chloromethyl-3-hydroxyisoxazole, 19 ml of benzene and about 1 ml of liquified phosgene was stirred at room temperature for 5 hours. At the end of this time, the excess phosgene and the solvent were distilled off, giving 900 mg (yield 100% of theory) of the title compound, in the form of a colourless oil having a refractive index, nD24 =1.5391. Starting materials: BrC1=C(C=O)C=C(C=C1)OC (2-bromo-5-methoxybenzaldehyde), C1(CC1)N (cyclopropylamine), C1(=CC=CC=C1)C (toluene), [BH4-].[Na+] (sodium borohydride). Solvent: ClCCl (dichloromethane), CO (methanol), O (water). Reaction conditions: time 1 hour. The product is BrC1=C(CNC2CC2)C=C(C=C1)OC (N-(2-bromo-5-methoxybenzyl)cyclopropanamine). RXN SMILES: [Br:1][C:2]1[CH:9]=[CH:8][C:7]([O:10][CH3:11])=[CH:6][C:3]=1[CH:4]=O.[CH:12]1([NH2:15])[CH2:14][CH2:13]1.C1(C)C=CC=CC=1.[BH4-].[Na+]>ClCCl.O.CO>[Br:1][C:2]1[CH:9]=[CH:8][C:7]([O:10][CH3:11])=[CH:6][C:3]=1[CH2:4][NH:15][CH:12]1[CH2:14][CH2:13]1 |f:3.4|. Procedure details: In a flask fitted with a Dean-Stark trap was introduced 2-bromo-5-methoxybenzaldehyde (5.68 g, 26.41 mmol), cyclopropylamine (3.02 g, 52.83 mmol) and toluene (70 ml). The reaction mixture was stirred at room temperature for 1 hour and then at reflux for 4 hours. The solution was then concentrated to give a yellow oil to which was added methanol (30 ml). The reaction mixture was cooled on icebath followed by portionwise addition of sodium borohydride (2.00 g, 52.83 mmol). After complete addition,... Solvent: C1(=CC=CC=C1)C (toluene), C(C)O (ethanol). Starting materials: CC1(C2=CC=CC=C2C=2C=CC(=CC12)B(O)O)C (9,9-dimethyl-2-fluoreneboronic acid), C(=O)([O-])[O-].[K+].[K+] (K2CO3), N1=C(C=CC=C1)C1=CC=C(C=C1)B(O)O (4-(2-pyridyl)phenylboronic acid), C(=O)([O-])[O-].[K+].[K+] (K2CO3), resultant mixture, BrC=1C=C(C=C(C1)Br)C1=NC(=NC(=N1)C1=CC=CC=C1)C1=CC=CC=C1 (2-(3,5-dibromophenyl)-4,6-diphenyl-1,3,5-triazine), resultant suspension. Procedure details: In a stream of argon, 0.95 g (4 mmol) of 9,9-dimethyl-2-fluoreneboronic acid, 1.87 g (4 mmol) of 2-(3,5-dibromophenyl)-4,6-diphenyl-1,3,5-triazine and 46.2 mg (0.04 mmol) of tetrakis(triphenylphosphine)palladium were suspended in a mixed solvent composed of 150 mL of toluene and 20 mL of ethanol, and the resultant suspension was heated to 50° C. To the suspension, 12 mL (12 mmol) of an aqueous 1M K2CO3 solution was gradually added dropwise, and the mixture was stirred for 18 hours. The resultant... RXN SMILES: [CH3:1][C:2]1([CH3:18])[C:14]2[CH:13]=[C:12](B(O)O)[CH:11]=[CH:10][C:9]=2[C:8]2[C:3]1=[CH:4][CH:5]=[CH:6][CH:7]=2.Br[C:20]1[CH:21]=[C:22]([C:27]2[N:32]=[C:31]([C:33]3[CH:38]=[CH:37][CH:36]=[CH:35][CH:34]=3)[N:30]=[C:29]([C:39]3[CH:44]=[CH:43][CH:42]=[CH:41][CH:40]=3)[N:28]=2)[CH:23]=[C:24](Br)[CH:25]=1.C([O-])([O-])=O.[K+].[K+].[N:51]1[CH:56]=[CH:55][CH:54]=[CH:53][C:52]=1[C:57]1[CH:62]=[CH:61][C:60](B(O)O)=[CH:59][CH:58]=1>C1C=CC([P]([Pd]([P](C2C=CC=CC=2)(C2C=CC=CC=2)C2C=CC=CC=2)([P](C2C=CC=CC=2)(C2C=CC=CC=2)C2C=CC=CC=2)[P](C2C=CC=CC=2)(C2C=CC=CC=2)C2C=CC=CC=2)(C2C=CC=CC=2)C2C=CC=CC=2)=CC=1.C(O)C.C1(C)C=CC=CC=1>[CH3:1][C:2]1([CH3:18])[C:14]2[CH:13]=[C:12]([C:20]3[CH:21]=[C:22]([C:27]4[N:32]=[C:31]([C:33]5[CH:38]=[CH:37][CH:36]=[CH:35][CH:34]=5)[N:30]=[C:29]([C:39]5[CH:44]=[CH:43][CH:42]=[CH:41][CH:40]=5)[N:28]=4)[CH:23]=[C:24]([C:60]4[CH:59]=[CH:58][C:57]([C:52]5[CH:53]=[CH:54][CH:55]=[CH:56][N:51]=5)=[CH:62][CH:61]=4)[CH:25]=3)[CH:11]=[CH:10][C:9]=2[C:8]2[C:3]1=[CH:4][CH:5]=[CH:6][CH:7]=2 |f:2.3.4,^1:69,71,90,109|. Yields the product CC1(C2=CC=CC=C2C=2C=CC(=CC12)C=1C=C(C=C(C1)C1=CC=C(C=C1)C1=NC=CC=C1)C1=NC(=NC(=N1)C1=CC=CC=C1)C1=CC=CC=C1)C (2-[5-(9,9-dimethylfluoren-2-yl)-4′-(2-pyridyl)biphenyl-3-yl]-4,6-diphenyl-1,3,5-triazine). The yield is 61.5%. Reaction conditions: time 18 hour. Reagents/catalysts: C=1C=CC(=CC1)[P](C=2C=CC=CC2)(C=3C=CC=CC3)[Pd]([P](C=4C=CC=CC4)(C=5C=CC=CC5)C=6C=CC=CC6)([P](C=7C=CC=CC7)(C=8C=CC=CC8)C=9C=CC=CC9)[P](C=1C=CC=CC1)(C=1C=CC=CC1)C=1C=CC=CC1 (tetrakis(triphenylphosphine)palladium). Reactants: NC1=C(SC=C1S(=O)(=O)CCC)C(=O)O (3-amino-4(propylsulfonyl)thiophene-2-carboxylic acid), thiopropionic acid Sepharose, O (water), ligand 12, [OH-].[Na+] (NaOH). Solvent: C(C)O (ethanol). Yields the product NC1=C(SC=C1S(=O)(=O)CCC)C(=O)O (3-amino-4(propylsulfonyl)thiophene-2-carboxylic acid), C(=O)(O)[O-].[Na+] (NaHCO3). Reaction SMILES: [NH2:1][C:2]1[C:6]([S:7]([CH2:10][CH2:11][CH3:12])(=[O:9])=[O:8])=[CH:5][S:4][C:3]=1[C:13]([OH:15])=[O:14].[OH2:16].[OH-].[Na+:18]>C(O)C>[NH2:1][C:2]1[C:6]([S:7]([CH2:10][CH2:11][CH3:12])(=[O:9])=[O:8])=[CH:5][S:4][C:3]=1[C:13]([OH:15])=[O:14].[C:13]([O-:15])([OH:16])=[O:14].[Na+:18] |f:2.3,6.7|. Reported procedure: Coupling of ligand to NHS-activated thiopropionic acid Sepharose: 3-amino-4(propylsulfonyl)thiophene-2-carboxylic acid was prepared as described in WO 02/05959 (ligand 12). A soluble mixture of a solution of 565 mg of 3-amino-4(propylsulfonyl)thiophene-2-carboxylic acid (2.27 mmol) in 2 ml of dist. water, 2 ml of 1M NaHCO3 and 2 ml of ethanol was prepared and adjusted to pH 8.5 with careful addition of 50% aqueous NaOH. Reactants: IC1=C(C=C(C=C1)C)C (4-Iodo-m-xylene), P(OCC)(OCC)OCC (triethyl phosphite). The reagents and catalysts are C(C)(=O)[O-].[Pd+2].C(C)(=O)[O-] (palladium acetate). Run in C(C)#N (acetonitrile). Yields the product C(C)OP(OCC)(=O)C1=C(C=C(C=C1)C)C ((2,4-Dimethyl-phenyl)-phosphonic acid diethyl ester). Isolated yield 84.0%. As a reaction SMILES: I[C:2]1[CH:7]=[CH:6][C:5]([CH3:8])=[CH:4][C:3]=1[CH3:9].[P:10]([O:17]CC)([O:14][CH2:15][CH3:16])[O:11][CH2:12][CH3:13]>C(#N)C.C([O-])(=O)C.[Pd+2].C([O-])(=O)C>[CH2:12]([O:11][P:10]([C:2]1[CH:7]=[CH:6][C:5]([CH3:8])=[CH:4][C:3]=1[CH3:9])(=[O:17])[O:14][CH2:15][CH3:16])[CH3:13] |f:3.4.5|. Procedure details: 4-Iodo-m-xylene (4.31 mmol), triethyl phosphite (6.03 mmol) and palladium acetate (0.43 mmol) were mixed together in acetonitrile (10 ml), in a microwave tube. The vessel was sealed and placed in a microwave to react at 160° C., for 45 minutes. After cooling to room temperature, acetonitrile was removed. The crude material was purified by silica gel chromatography (eluent: stepwise gradient of ethyl acetate (0-30%) in petroleum ether) to yield Intermediate I.1 as an oil (84%). Intermediate 1.1 w... Reactants: C=CC1=CC=CC=C1.C1(=CC=CC=C1)C#CC1=CC=CC=C1 (tolane styrene), C(C=CC1=CC=CC=C1)(=O)[O-] (cinnamate). The product is C(C=CC1=CC=CC=C1)(=O)O.C1(=CC=CC=C1)C#CC1=CC=CC=C1 (tolane cinnamate). As a reaction SMILES: C=CC1C=CC=CC=1.[C:9]1([C:15]#[C:16][C:17]2[CH:22]=[CH:21][CH:20]=[CH:19][CH:18]=2)[CH:14]=[CH:13][CH:12]=[CH:11][CH:10]=1.[C:23]([O-:33])(=[O:32])[CH:24]=[CH:25][C:26]1[CH:31]=[CH:30][CH:29]=[CH:28][CH:27]=1>>[C:23]([OH:33])(=[O:32])[CH:24]=[CH:25][C:26]1[CH:27]=[CH:28][CH:29]=[CH:30][CH:31]=1.[C:9]1([C:15]#[C:16][C:17]2[CH:18]=[CH:19][CH:20]=[CH:21][CH:22]=2)[CH:14]=[CH:13][CH:12]=[CH:11][CH:10]=1 |f:0.1,3.4|. Procedure details: The ethyl bromocinnamate 9F is treated with diisobutylaluminum hydride (DIBAL) to give the alcohol, which is then coupled with an alkyl bromide to give the styrene ether 9G. This ether is then coupled with alkyne 9E, again using a palladium catalyst, to give the tolane styrene 1H. Alternatively, the alkyne can be coupled with the original cinnamate to give a tolane cinnamate. If desired, the ester group can be derivatized by sequential hydrolysis, conversion to an acid chloride, and reaction wit... Reactants: BrC1=CC=C(C=2CN(CCOC21)C(=O)OC(C)(C)C)F (tert-butyl 9-bromo-6-fluoro-2,3-dihydro-1,4-benzoxazepine-4(5H)-carboxylate), C1(CC1)B(O)O (cyclopropylboronic acid), C([O-])([O-])=O.[Na+].[Na+] (sodium carbonate), O (water). Reagents/catalysts: C=1C=CC(=CC1)[P](C=2C=CC=CC2)(C=3C=CC=CC3)[Pd]([P](C=4C=CC=CC4)(C=5C=CC=CC5)C=6C=CC=CC6)([P](C=7C=CC=CC7)(C=8C=CC=CC8)C=9C=CC=CC9)[P](C=1C=CC=CC1)(C=1C=CC=CC1)C=1C=CC=CC1 (tetrakis(triphenylphosphine)palladium(0)). Run in C(OC)COC (dimethoxyethane). Run at temperature 90 celsius, time 12 hour. Product: C1(CC1)C1=CC=C(C=2CN(CCOC21)C(=O)OC(C)(C)C)F (tert-butyl 9-cyclopropyl-6-fluoro-2,3-dihydro-1,4-benzoxazepine-4(5H)-carboxylate). The yield is 75.7%. As a reaction SMILES: Br[C:2]1[C:12]2[O:11][CH2:10][CH2:9][N:8]([C:13]([O:15][C:16]([CH3:19])([CH3:18])[CH3:17])=[O:14])[CH2:7][C:6]=2[C:5]([F:20])=[CH:4][CH:3]=1.[CH:21]1(B(O)O)[CH2:23][CH2:22]1.C(=O)([O-])[O-].[Na+].[Na+].O>C(COC)OC.C1C=CC([P]([Pd]([P](C2C=CC=CC=2)(C2C=CC=CC=2)C2C=CC=CC=2)([P](C2C=CC=CC=2)(C2C=CC=CC=2)C2C=CC=CC=2)[P](C2C=CC=CC=2)(C2C=CC=CC=2)C2C=CC=CC=2)(C2C=CC=CC=2)C2C=CC=CC=2)=CC=1>[CH:21]1([C:2]2[C:12]3[O:11][CH2:10][CH2:9][N:8]([C:13]([O:15][C:16]([CH3:19])([CH3:18])[CH3:17])=[O:14])[CH2:7][C:6]=3[C:5]([F:20])=[CH:4][CH:3]=2)[CH2:23][CH2:22]1 |f:2.3.4,^1:43,45,64,83|. Procedure: A mixture of tert-butyl 9-bromo-6-fluoro-2,3-dihydro-1,4-benzoxazepine-4(5H)-carboxylate (400 mg, 1.16 mmol), cyclopropylboronic acid (298 mg, 3.47 mmol), saturated aqueous sodium carbonate solution (6 ml), and tetrakis(triphenylphosphine)palladium(0) (36.1 mg, 0.0313 mmol) in dimethoxyethane (10 ml) was stirred under a nitrogen atmosphere at 90° C. for 12 hr. The reaction mixture was poured into water, and the mixture was extracted with ethyl acetate. The extract was washed with water, and drie...